describe an organic reaction: reactants, conditions, products, and yield From a dataset of the Open Reaction Database (ORD), a public repository of structured organic reaction records. The reactants are BrC1=CC(=C2C(=NNC2=C1)F)[N+](=O)[O-] (6-bromo-3-fluoro-4-nitro-1H-indazole), [H-].[Na+] (sodium hydride), C1(=CC=CC=C1)S(=O)(=O)Cl (benzenesulfonyl chloride). The solvent is C1CCOC1 (THF), C1CCOC1 (THF). Run at time 30 minute. The product is BrC1=CC(=C2C(=NN(C2=C1)S(=O)(=O)C1=CC=CC=C1)F)[N+](=O)[O-] (6-Bromo-3-fluoro-4-nitro-1-(phenylsulfonyl)-1H-indazole). Yield: 96.8%. As a reaction SMILES: [H-].[Na+].[Br:3][C:4]1[CH:12]=[C:11]2[C:7]([C:8]([F:13])=[N:9][NH:10]2)=[C:6]([N+:14]([O-:16])=[O:15])[CH:5]=1.[C:17]1([S:23](Cl)(=[O:25])=[O:24])[CH:22]=[CH:21][CH:20]=[CH:19][CH:18]=1>C1COCC1>[Br:3][C:4]1[CH:12]=[C:11]2[C:7]([C:8]([F:13])=[N:9][N:10]2[S:23]([C:17]2[CH:22]=[CH:21][CH:20]=[CH:19][CH:18]=2)(=[O:25])=[O:24])=[C:6]([N+:14]([O-:16])=[O:15])[CH:5]=1 |f:0.1|. Reported procedure: To a stirring suspension of sodium hydride (0.677 g, 16.92 mmol) in THF (25 ml) at 0° C. was added a solution of 6-bromo-3-fluoro-4-nitro-1H-indazole (4 g, 15.38 mmol) in THF (25 ml) dropwise. The reaction mixture was allowed to stir for 30 min then allowed to warm to room temperature before benzenesulfonyl chloride (2.170 ml, 16.92 mmol) was added. after approximately 2 h the reaction mixture was partitioned between ethyl acetate and water. The layers were separated and the aqueous was then ext... Reactants: FC(S(=O)(=O)OC1=C2[C@@]3(CC[C@H]4C(CCC[C@@]4([C@H]3CSC2=CC(=C1)OC)C)(C)C)C)(F)F ((1R,10R,11S,16S)-5-methoxy-1,11,15,15-tetramethyl-8-thiatetracyclo[8.8.0.02,7.011,16]octadeca-2,4,6-trien-3-yl trifluoromethanesulfonate), CB1OB(OB(O1)C)C (trimethylboroxine), [O-]P(=O)([O-])[O-].[K+].[K+].[K+] (K3PO4). The reagents and catalysts are C=1C=CC(=CC1)[P](C=2C=CC=CC2)(C=3C=CC=CC3)[Pd]([P](C=4C=CC=CC4)(C=5C=CC=CC5)C=6C=CC=CC6)([P](C=7C=CC=CC7)(C=8C=CC=CC8)C=9C=CC=CC9)[P](C=1C=CC=CC1)(C=1C=CC=CC1)C=1C=CC=CC1 (Pd(Ph3P)4). Run in O1CCOCC1 (dioxane). Reaction conditions: temperature 100 celsius, time 16 hour. The product is COC1=CC(=C2[C@@]3(CC[C@H]4C(CCC[C@@]4([C@H]3CSC2=C1)C)(C)C)C)C ((1R,10R,11S,16S)-5-methoxy-1,3,11,15,15-pentamethyl-8-thiatetracyclo[8.8.0.02,7.011,16]octadeca-2,4,6-triene). The yield is 83.7%. As a reaction SMILES: FC(F)(F)S(O[C:7]1[CH:24]=[C:23]([O:25][CH3:26])[CH:22]=[C:21]2[C:8]=1[C@@:9]1([CH3:30])[C@H:18]([CH2:19][S:20]2)[C@:17]2([CH3:27])[C@H:12]([C:13]([CH3:29])([CH3:28])[CH2:14][CH2:15][CH2:16]2)[CH2:11][CH2:10]1)(=O)=O.[CH3:33]B1OB(C)OB(C)O1.[O-]P([O-])([O-])=O.[K+].[K+].[K+]>C1C=CC([P]([Pd]([P](C2C=CC=CC=2)(C2C=CC=CC=2)C2C=CC=CC=2)([P](C2C=CC=CC=2)(C2C=CC=CC=2)C2C=CC=CC=2)[P](C2C=CC=CC=2)(C2C=CC=CC=2)C2C=CC=CC=2)(C2C=CC=CC=2)C2C=CC=CC=2)=CC=1.O1CCOCC1>[CH3:26][O:25][C:23]1[CH:22]=[C:21]2[C:8]([C@@:9]3([CH3:30])[C@H:18]([CH2:19][S:20]2)[C@:17]2([CH3:27])[C@H:12]([C:13]([CH3:29])([CH3:28])[CH2:14][CH2:15][CH2:16]2)[CH2:11][CH2:10]3)=[C:7]([CH3:33])[CH:24]=1 |f:2.3.4.5,^1:53,55,74,93|. Procedure: In a sealed tube was placed (1R,10R,11S,16S)-5-methoxy-1,11,15,15-tetramethyl-8-thiatetracyclo[8.8.0.02,7.011,16]octadeca-2,4,6-trien-3-yl trifluoromethanesulfonate (Compound No. 32) (0.098 g, 0.20 mmol), trimethylboroxine (0.050 g, 0.40 mmol), K3PO4 (0.085 g, 0.40 mmol), Pd(Ph3P)4 (0.046 g, 0.04 mmol) and dioxane (4 mL). The vessel was degassed for 5 min, then sealed and stirred at 100° C. for 16 h. The reaction was cooled to room temperature, diluted with EtOAc and washed with brine. The organ...